This data is from the Open Reaction Database (ORD), a public repository of structured organic reaction records. The task is: describe an organic reaction: reactants, conditions, products, and yield Reactants: C(C)(C)C=1C=CC(=C(C1)C1=C(C=C(C=C1)C(F)(F)F)[C@@H]1[C@@H](NC(O1)=O)C)OC (cis-5-[5′-isopropyl-2′-methoxy-4-(trifluoromethyl)biphenyl-2-yl]-4-methyl-1,3-oxazolidin-2-one), FC(C=1C=C(CBr)C=C(C1)C(F)(F)F)(F)F (3,5-bis(trifluoromethyl)benzyl bromide). Product: FC(C=1C=C(CN2C(O[C@@H]([C@@H]2C)C2=C(C=CC(=C2)C(F)(F)F)C2=C(C=CC(=C2)C(C)C)OC)=O)C=C(C1)C(F)(F)F)(F)F (cis-3-[3,5-bis(trifluoromethyl)benzyl]-5-[5′-isopropyl-2′-methoxy-4-(trifluoromethyl)biphenyl-2-yl]-4-methyl-1,3-oxazolidin-2-one). RXN SMILES: [CH:1]([C:4]1[CH:5]=[CH:6][C:7]([O:27][CH3:28])=[C:8]([C:10]2[CH:15]=[CH:14][C:13]([C:16]([F:19])([F:18])[F:17])=[CH:12][C:11]=2[C@H:20]2[O:24][C:23](=[O:25])[NH:22][C@H:21]2[CH3:26])[CH:9]=1)([CH3:3])[CH3:2].[F:29][C:30]([F:44])([F:43])[C:31]1[CH:32]=[C:33]([CH:36]=[C:37]([C:39]([F:42])([F:41])[F:40])[CH:38]=1)[CH2:34]Br>>[F:29][C:30]([F:43])([F:44])[C:31]1[CH:32]=[C:33]([CH:36]=[C:37]([C:39]([F:42])([F:40])[F:41])[CH:38]=1)[CH2:34][N:22]1[C@@H:21]([CH3:26])[C@@H:20]([C:11]2[CH:12]=[C:13]([C:16]([F:17])([F:18])[F:19])[CH:14]=[CH:15][C:10]=2[C:8]2[CH:9]=[C:4]([CH:1]([CH3:3])[CH3:2])[CH:5]=[CH:6][C:7]=2[O:27][CH3:28])[O:24][C:23]1=[O:25]. Procedure: Following the procedure described in EXAMPLE 93, 40 mg of cis-5-[5′-isopropyl-2′-methoxy-4-(trifluoromethyl)biphenyl-2-yl]-4-methyl-1,3-oxazolidin-2-one and 42 mg of 3,5-bis(trifluoromethyl)benzyl bromide gave the title compound. Mass spectrum (ESI) 620.2 (M+1). 1H NMR signals are doubled because of atropoisomerism. 1H NMR (500 MHz, CDCl3): δ 7.82-7.94 (m, 2H), 7.62-7.74 (m, 3H), 7.39, 7.37 (d, J=8 Hz, 1H), 7.25, 7.17 (br d, J=8.5 Hz, 1H), 7.00, 6.78 (s, 1H), 6.87, 6.84 (d, J=8.5 Hz, 1H), 5.59, ...